From a dataset of the Open Reaction Database (ORD), a public repository of structured organic reaction records. describe an organic reaction: reactants, conditions, products, and yield The reactants are C(CCCCCCC)C=1C=NC(=NC1)C1=CC=C(C=C1)O (5-octyl-2-(4-hydroxyphenyl)pyrimidine), FC(C(C(OC(C(OC(C(C(C(C(COCCCCBr)(F)F)(F)F)(F)F)(F)F)(F)F)(F)F)(F)F)(F)F)(F)F)(C(F)(F)F)F (4-(6-(2-(nonafluorobutoxy)tetrafluoroethoxy)-2,2,3,3,4,4,5,5,6,6-decafluorohexyloxy)-1-bromobutane). Product: C(CCCCCCC)C=1C=NC(=NC1)C1=CC=C(C=C1)OCCCCOCC(C(C(C(C(F)(F)OC(C(OC(C(C(C(F)(F)F)(F)F)(F)F)(F)F)(F)F)(F)F)(F)F)(F)F)(F)F)(F)F (5-Octyl-2-[4-(4-(6-(2-(nonafluorobutoxy)tetrafluoroethoxy)-2,2,3,3,4,4,5,5,6,6-decafluorohexyloxy)butoxy)phenyl]pyrimidine). RXN SMILES: [CH2:1]([C:9]1[CH:10]=[N:11][C:12]([C:15]2[CH:20]=[CH:19][C:18]([OH:21])=[CH:17][CH:16]=2)=[N:13][CH:14]=1)[CH2:2][CH2:3][CH2:4][CH2:5][CH2:6][CH2:7][CH3:8].[F:22][C:23]([F:64])([C:60]([F:63])([F:62])[F:61])[C:24]([F:59])([F:58])[C:25]([F:57])([F:56])[O:26][C:27]([F:55])([F:54])[C:28]([F:53])([F:52])[O:29][C:30]([F:51])([F:50])[C:31]([F:49])([F:48])[C:32]([F:47])([F:46])[C:33]([F:45])([F:44])[C:34]([F:43])([F:42])[CH2:35][O:36][CH2:37][CH2:38][CH2:39][CH2:40]Br>>[CH2:1]([C:9]1[CH:14]=[N:13][C:12]([C:15]2[CH:20]=[CH:19][C:18]([O:21][CH2:40][CH2:39][CH2:38][CH2:37][O:36][CH2:35][C:34]([F:42])([F:43])[C:33]([F:44])([F:45])[C:32]([F:46])([F:47])[C:31]([F:48])([F:49])[C:30]([O:29][C:28]([F:52])([F:53])[C:27]([F:54])([F:55])[O:26][C:25]([F:56])([F:57])[C:24]([F:58])([F:59])[C:23]([F:64])([F:22])[C:60]([F:61])([F:63])[F:62])([F:51])[F:50])=[CH:17][CH:16]=2)=[N:11][CH:10]=1)[CH2:2][CH2:3][CH2:4][CH2:5][CH2:6][CH2:7][CH3:8]. Procedure details: The title compound was prepared essentially as in Example 1 by combining 5-octyl-2-(4-hydroxyphenyl)pyrimidine (1.01 g, 3.56 mmol) and 4-(6-(2-(nonafluorobutoxy)tetrafluoroethoxy)-2,2,3,3,4,4,5,5,6,6-decafluorohexyloxy)-1-bromobutane (3.07 g, 4.0 mmol; prepared by combining 1,4-dibromobutane and 2-(2-(nonafluorobutoxy)tetrafluoroethoxy)-2,2,3,3,4,4,5,5,6,6-decafluorohexanol). The resulting crude product was isolated and further purified essentially as described in Example 3, eluting with 15 volu... Reactants: CN(S(=O)(=O)C1=CC=CC2=C1N(C=N2)CC(=O)O)C ((7-dimethylsulfamoyl-benzoimidazol-1-yl)-acetic acid), ClC1=C(C=CC=C1S(=O)(=O)CCC)[N+](=O)[O-] (2-chloro-1-nitro-3-(propylsulfonyl)benzene). Product: [N+](=O)([O-])C1=C(C(=CC=C1)S(=O)(=O)CCC)NCCO (2-{[2-Nitro-6-(propylsulfonyl)phenyl]amino}ethanol). Isolated yield 99.0%. As a reaction SMILES: CN(C)S(C1C2[N:12]([CH2:15][C:16](O)=[O:17])C=NC=2C=CC=1)(=O)=O.Cl[C:21]1[C:26]([S:27]([CH2:30][CH2:31][CH3:32])(=[O:29])=[O:28])=[CH:25][CH:24]=[CH:23][C:22]=1[N+:33]([O-:35])=[O:34]>>[N+:33]([C:22]1[CH:23]=[CH:24][CH:25]=[C:26]([S:27]([CH2:30][CH2:31][CH3:32])(=[O:29])=[O:28])[C:21]=1[NH:12][CH2:15][CH2:16][OH:17])([O-:35])=[O:34]. Procedure details: The compound was synthesized in 99% yield according to the procedure described for the synthesis of (7-dimethylsulfamoyl-benzoimidazol-1-yl)-acetic acid, part B, starting from 2-chloro-1-nitro-3-(propylsulfonyl)benzene. MS (ESI) m/z 289 [M+H]. 1H NMR (400 MHz, CDCl3) δ ppm 1.02 (t, J=7.4 Hz, 3H), 1.80-1.70 (m, 3H), 3.13-3.09 (m, 2H), 3.27-3.23 (m, 2H), 3.87-3.84 (m, 2H), 6.88 (t, J=8.0 Hz, 1H), 6.95 (broad s, 1H), 7.91 (dd, J=8.1, 1.5 Hz, 1H), 7.99 (dd, J=7.8, 1.8 Hz, 1H). The reactants are ClC(C(=O)C1=CC=C2CN(C3=C(CN21)C=CC=C3)C(=O)C3=CC(=C(C=C3)C3=C(C=CC=C3)C)OC)(Cl)Cl (2,2,2-Trichloro-1-{10-[(2-methoxy-2′-methyl-1,1′-biphenyl-4-yl)carbonyl]-10,11-dihydro-5H-pyrrolo[2,1-c][1,4]benzodiazepin-3-yl}ethanone), CC1=CC=C(CN)C=C1 (4-methylbenzylamine). Yields the product COC1=C(C=CC(=C1)C(=O)N1CC=2N(CC3=C1C=CC=C3)C(=CC2)C(=O)NCC2=CC=C(C=C2)C)C2=C(C=CC=C2)C (10-[(2-METHOXY-2′-METHYL-1,1′-BIPHENYL-4-YL)CARBONYL]-N-(4-METHYLBENZYL)-10,11-DIHYDRO-5H-PYRROLO[2,1-C][1,4]BENZODIAZEPINE-3-CARBOXAMIDE). Yield: 84.0%. Reaction SMILES: ClC(Cl)(Cl)[C:3]([C:5]1[N:14]2[C:8]([CH2:9][N:10]([C:19]([C:21]3[CH:26]=[CH:25][C:24]([C:27]4[CH:32]=[CH:31][CH:30]=[CH:29][C:28]=4[CH3:33])=[C:23]([O:34][CH3:35])[CH:22]=3)=[O:20])[C:11]3[CH:18]=[CH:17][CH:16]=[CH:15][C:12]=3[CH2:13]2)=[CH:7][CH:6]=1)=[O:4].[CH3:38][C:39]1[CH:46]=[CH:45][C:42]([CH2:43][NH2:44])=[CH:41][CH:40]=1>>[CH3:35][O:34][C:23]1[CH:22]=[C:21]([C:19]([N:10]2[C:11]3[CH:18]=[CH:17][CH:16]=[CH:15][C:12]=3[CH2:13][N:14]3[C:5]([C:3]([NH:44][CH2:43][C:42]4[CH:45]=[CH:46][C:39]([CH3:38])=[CH:40][CH:41]=4)=[O:4])=[CH:6][CH:7]=[C:8]3[CH2:9]2)=[O:20])[CH:26]=[CH:25][C:24]=1[C:27]1[CH:32]=[CH:31][CH:30]=[CH:29][C:28]=1[CH3:33]. Procedure: The title compound was prepared in 84% yield in the manner of Example 36 from 2,2,2-trichloro-1-{10-[(2-methoxy-2′-methyl-1,1′-biphenyl-4-yl)carbonyl]-10,11-dihydro-5H-pyrrolo[2,1-c][1,4]benzodiazepin-3-yl}ethanone of Example 35 and 4-methylbenzylamine, m.p. 179-180° C. MS [(+)ESI, m/z]: 556 [M+H]+ Anal. Calcd for C36H33N3O3: C, 77.81; H, 5.99; N, 7.56. Found: C, 77.57; H, 6.01; N, 7.50. The reactants are [N+](=O)([O-])C=1C=NC2=CC=CN=C2C1O (3-nitro[1,5]naphthyridin-4-ol), C(C)(C)N(CC)C(C)C (Diisopropylethylamine), C(C1=CC=CC=C1)N (benzylamine), P(=O)(Cl)(Cl)Cl (Phosphorus oxychloride), ice water. The solvent is CN(C=O)C (N,N-dimethylformamide), O (water), CN(C=O)C (N,N-dimethylformamide). Reaction conditions: temperature 60 celsius. The product is C1(=CC=CC=C1)CNC1=C(C=NC2=CC=CN=C12)[N+](=O)[O-] (N-phenylmethyl-3-nitro[1,5]naphthyridin-4-amine). Yield: 62.5%. Reaction SMILES: P(Cl)(Cl)(Cl)=O.[N+:6]([C:9]1[CH:10]=[N:11][C:12]2[C:17]([C:18]=1O)=[N:16][CH:15]=[CH:14][CH:13]=2)([O-:8])=[O:7].C(N(C(C)C)CC)(C)C.[CH2:29]([NH2:36])[C:30]1[CH:35]=[CH:34][CH:33]=[CH:32][CH:31]=1>CN(C)C=O.O>[C:30]1([CH2:29][NH:36][C:18]2[C:17]3[C:12](=[CH:13][CH:14]=[CH:15][N:16]=3)[N:11]=[CH:10][C:9]=2[N+:6]([O-:8])=[O:7])[CH:35]=[CH:34][CH:33]=[CH:32][CH:31]=1. Reported procedure: Phosphorus oxychloride (3.5 mL, 37.7 mmol) was reacted with N,N-dimethylformamide (15 mL) while chilling in an ice bath. This mixture was added to a solution of 3-nitro[1,5]naphthyridin-4-ol (6.0 g, 31.4 mmol) in N,N-dimethylformamide (60 mL). The reaction mixture was warmed in an oil bath to 60° C. After 3 hours the reaction mixture was poured into ice water. The resulting precipitate was isolated by filtration and then washed with water. The wet crude 5-chloro-3-nitro[1,5]naphthyridine was sus... Starting materials: CC(=O)O, CS(=O)(=O)c1ncc2ccc(-c3cccc4c3OC(F)(F)O4)n2n1, [Na+], C1CCOC1, [OH-], O. The product is Oc1ncc2ccc(-c3cccc4c3OC(F)(F)O4)n2n1. As a reaction SMILES: [CH3:27][C:28]([OH:29])=[O:30].[F:1][C:2]1([F:24])[O:3][c:4]2[c:5]([cH:7][cH:8][cH:9][c:10]2-[c:11]2[cH:12][cH:13][c:14]3[cH:15][n:16][c:17]([S:20]([CH3:21])(=[O:22])=[O:23])[n:18][n:19]23)[O:6]1.[Na+:26].[O:31]1[CH2:32][CH2:33][CH2:34][CH2:35]1.[OH-:25].[OH2:36]>>[F:1][C:2]1([F:24])[O:3][c:4]2[c:5]([cH:7][cH:8][cH:9][c:10]2-[c:11]2[cH:12][cH:13][c:14]3[cH:15][n:16][c:17]([OH:29])[n:18][n:19]23)[O:6]1. Starting materials: Cc1ccc2c(c1)C(C)(C)CC(c1cccc(N)c1)N2, ClCCl, c1ccncc1, O=S(=O)(Cl)c1cccnc1. Yields the product Cc1ccc2c(c1)C(C)(C)CC(c1cccc(NS(=O)(=O)c3cccnc3)c1)N2. As a reaction SMILES: [CH3:11][C:12]1([CH3:30])[CH2:13][CH:14]([c:23]2[cH:24][c:25]([NH2:29])[cH:26][cH:27][cH:28]2)[NH:15][c:16]2[cH:17][cH:18][c:19]([CH3:22])[cH:20][c:21]21.[Cl:37][CH2:38][Cl:39].[cH:31]1[cH:32][cH:33][n:34][cH:35][cH:36]1.[n:1]1[cH:2][c:3]([S:7](=[O:8])(=[O:9])[Cl:10])[cH:4][cH:5][cH:6]1>>[n:1]1[cH:2][c:3]([S:7](=[O:8])(=[O:9])[NH:29][c:25]2[cH:24][c:23]([CH:14]3[CH2:13][C:12]([CH3:11])([CH3:30])[c:21]4[c:16]([cH:17][cH:18][c:19]([CH3:22])[cH:20]4)[NH:15]3)[cH:28][cH:27][cH:26]2)[cH:4][cH:5][cH:6]1. Starting materials: ClCCl, O=C(OO)c1cccc(Cl)c1, CSc1ccc(Cl)nn1, O. Yields the product CS(=O)(=O)c1ccc(Cl)nn1. As a reaction SMILES: [CH2:22]([Cl:23])[Cl:24].[Cl:10][c:11]1[cH:12][cH:13][cH:14][c:15]([C:16]([O:17][OH:19])=[O:18])[cH:20]1.[Cl:1][c:2]1[n:3][n:4][c:5]([S:8][CH3:9])[cH:6][cH:7]1.[OH2:21]>>[Cl:1][c:2]1[n:3][n:4][c:5]([S:8]([CH3:9])(=[O:18])=[O:21])[cH:6][cH:7]1.